Dataset: the Open Reaction Database (ORD), a public repository of structured organic reaction records. Task: describe an organic reaction: reactants, conditions, products, and yield Starting materials: CC(C)=O, [K+], [K+], O=C([O-])[O-], O=[N+]([O-])c1cc(I)ccc1O. Product: COc1ccc(I)cc1[N+](=O)[O-]. As a reaction SMILES: [CH3:18][C:19](=[O:20])[CH3:21].[K+:12].[K+:13].[O-:14][C:15]([O-:16])=[O:17].[OH:1][c:2]1[c:3]([N+:9](=[O:10])[O-:11])[cH:4][c:5]([I:8])[cH:6][cH:7]1>>[O:1]([c:2]1[c:3]([N+:9](=[O:10])[O-:11])[cH:4][c:5]([I:8])[cH:6][cH:7]1)[CH3:15].